This data is from the Open Reaction Database (ORD), a public repository of structured organic reaction records. The task is: describe an organic reaction: reactants, conditions, products, and yield Starting materials: C1(CCCCCC1)NC1=C(C=NC=C1)S(=O)(=O)N ((4-(cycloheptylamino)pyrid-3-yl)sulfonamide), C(C)(=O)OCC (ethyl acetate), [OH-].[Na+] (NaOH), C1(CCCCC1)N=C=S (cyclohexylisothiocyanate). Run in O.CC(=O)C (water acetone), CO (methanol), C(C)N(CC)CC (triethylamine), O (water). Product: C1(CCCCCC1)NC1=C(C=NC=C1)S(=O)(=O)NC(=S)NC1CCCCC1 (N-((4-(cycloheptylamino)pyrid-3-yl)sulfonyl)-N'-cyclohexylthiourea). Yield: 50.0%. Reaction SMILES: [OH-].[Na+].[CH:3]1([NH:10][C:11]2[CH:16]=[CH:15][N:14]=[CH:13][C:12]=2[S:17]([NH2:20])(=[O:19])=[O:18])[CH2:9][CH2:8][CH2:7][CH2:6][CH2:5][CH2:4]1.[CH:21]1([N:27]=[C:28]=[S:29])[CH2:26][CH2:25][CH2:24][CH2:23][CH2:22]1.C(OCC)(=O)C>O.O.CC(C)=O.C(N(CC)CC)C.CO>[CH:3]1([NH:10][C:11]2[CH:16]=[CH:15][N:14]=[CH:13][C:12]=2[S:17]([NH:20][C:28]([NH:27][CH:21]2[CH2:26][CH2:25][CH2:24][CH2:23][CH2:22]2)=[S:29])(=[O:19])=[O:18])[CH2:4][CH2:5][CH2:6][CH2:7][CH2:8][CH2:9]1 |f:0.1,6.7|. Procedure: 0.01 mol of NaOH dissolved in a minimum of water is added to a solution of 0.01 mol of (4-(cycloheptylamino)pyrid-3-yl)sulfonamide in 80 ml of a water/acetone mixture (1:1). The mixture is stirred with a magnetic rod, and 0.015 mol of cyclohexylisothiocyanate is added. Stirring is continued, while the reaction is followed by TLC (silica gel 60F254; mobile phase: ethyl acetate 9, methanol 1, triethylamine 0.2). Gentle heating can accelerate the reaction. The mixture is evaporated under reduced pr...